Dataset: the Open Reaction Database (ORD), a public repository of structured organic reaction records. Task: describe an organic reaction: reactants, conditions, products, and yield The reactants are OC1CN(CCC1C1=CC=C(C=C1)O)C(=O)OC(C)(C)C (tert-butyl 3-hydroxy-4-(4-hydroxyphenyl)piperidine-1-carboxylate), C1(=CC=C(C=C1)S(=O)(=O)OCCOCCC1=C(C=CC=C1)OC)C (2-[2-(2-methoxyphenyl)ethoxy]ethyl toluene-4-sulphonate). Yields the product OC1CN(CCC1C1=CC=C(C=C1)OCCOCCC1=C(C=CC=C1)OC)C(=O)OC(C)(C)C (tert-Butyl 3-hydroxy-4-(4-{2-[2-(2-methoxyphenyl)ethoxy]ethoxy}phenyl)piperidine-1-carboxylate). As a reaction SMILES: [OH:1][CH:2]1[CH:7]([C:8]2[CH:13]=[CH:12][C:11]([OH:14])=[CH:10][CH:9]=2)[CH2:6][CH2:5][N:4]([C:15]([O:17][C:18]([CH3:21])([CH3:20])[CH3:19])=[O:16])[CH2:3]1.C1(C)C=CC(S(O[CH2:32][CH2:33][O:34][CH2:35][CH2:36][C:37]2[CH:42]=[CH:41][CH:40]=[CH:39][C:38]=2[O:43][CH3:44])(=O)=O)=CC=1>>[OH:1][CH:2]1[CH:7]([C:8]2[CH:9]=[CH:10][C:11]([O:14][CH2:32][CH2:33][O:34][CH2:35][CH2:36][C:37]3[CH:42]=[CH:41][CH:40]=[CH:39][C:38]=3[O:43][CH3:44])=[CH:12][CH:13]=2)[CH2:6][CH2:5][N:4]([C:15]([O:17][C:18]([CH3:21])([CH3:20])[CH3:19])=[O:16])[CH2:3]1. Reported procedure: Analogously to Method I, 2.80 g of tert-butyl 3-hydroxy-4-(4-hydroxyphenyl)piperidine-1-carboxylate and 3.71 g of 2-[2-(2-methoxyphenyl)ethoxy]ethyl toluene-4-sulphonate (Example 45b) are reacted. The title compound is obtained as a colourless oil. Rf=0.47 (1:1 EtOAc-heptane); Rt=5.11.